This data is from the Open Reaction Database (ORD), a public repository of structured organic reaction records. The task is: describe an organic reaction: reactants, conditions, products, and yield The reactants are CC1(C(C(CC1)(C)C)=O)C (2,2,5,5-tetramethylcyclopentanone), [H-].[Al+3].[Li+].[H-].[H-].[H-] (lithium aluminum hydride), C(C)(=O)OCC (ethyl acetate). Solvent: O1CCCC1 (tetrahydrofuran). Yields the product CC1(C(C(CC1)(C)C)O)C (2,2,5,5-tetramethylcyclopentanol). Yield: 81.5%. RXN SMILES: [CH3:1][C:2]1([CH3:10])[CH2:6][CH2:5][C:4]([CH3:8])([CH3:7])[C:3]1=[O:9].[H-].[Al+3].[Li+].[H-].[H-].[H-].C(OCC)(=O)C>O1CCCC1>[CH3:1][C:2]1([CH3:10])[CH2:6][CH2:5][C:4]([CH3:8])([CH3:7])[CH:3]1[OH:9] |f:1.2.3.4.5.6|. Reported procedure: To a magnetically stirred solution of 10 g (0.071 mol) 2,2,5,5-tetramethylcyclopentanone in 75 ml of dry tetrahydrofuran at 0° C. under argon is added 2.69 g (0.071 mol) of lithium aluminum hydride. When the reduction was complete, ethyl acetate was introduced dropwise to destroy unreacted lithium aluminum hydride. 25 mls of water is then added, followed by 300 mls of diethyl ether. The organic phase is washed with 100 mls of water, and dried over MgSO4. Filtration followed by evaporation afford... Procedure details: Into 2 ml of N,N-dimethylformamide was resolved 183 mg of 4-chloro-6-(2-butynyloxy)pyrimidine, 166 mg of potassium carbonate and 71 mg of pyrrolidine was added therein, and the mixture was stirred for 4 hours at 55-60° C. The reaction mixture was cooled to near room temperature, ethyl acetate was added therein, and the mixture was washed with a saturated sodium chloride aqueous solution three times. The organic layers were dried over anhydrous magnesium sulfate and concentrated. The residue was ... The reactants are CN(C=O)C (N,N-dimethylformamide), N1CCCC1 (pyrrolidine), ClC1=NC=NC(=C1)OCC#CC (4-chloro-6-(2-butynyloxy)pyrimidine), C([O-])([O-])=O.[K+].[K+] (potassium carbonate). Run at temperature 57.5 celsius, time 4 hour. Yield: 78.4%. Solvent: C(C)(=O)OCC (ethyl acetate). Product: C(C#CC)OC1=NC=NC(=C1)N1CCCC1 (4-(2-butynyloxy)-6-(1-pyrrolidinyl)pyrimidine). RXN SMILES: CN(C)C=O.Cl[C:7]1[CH:12]=[C:11]([O:13][CH2:14][C:15]#[C:16][CH3:17])[N:10]=[CH:9][N:8]=1.C(=O)([O-])[O-].[K+].[K+].[NH:24]1[CH2:28][CH2:27][CH2:26][CH2:25]1>C(OCC)(=O)C>[CH2:14]([O:13][C:11]1[CH:12]=[C:7]([N:24]2[CH2:28][CH2:27][CH2:26][CH2:25]2)[N:8]=[CH:9][N:10]=1)[C:15]#[C:16][CH3:17] |f:2.3.4|. Reactants: C1(=CC=CC=C1)C(=O)C=O (phenylglyoxal), C(C1=CC=CC=C1)NCCO (N-benzylethanolamine). Product: C(C1=CC=CC=C1)N1C(OCC1)C(C1=CC=CC=C1)=O (N-benzyl-2-benzoyloxazolidine). Isolated yield 90.0%. As a reaction SMILES: [C:1]1([C:7]([CH:9]=[O:10])=[O:8])[CH:6]=[CH:5][CH:4]=[CH:3][CH:2]=1.[CH2:11]([NH:18][CH2:19][CH2:20]O)[C:12]1[CH:17]=[CH:16][CH:15]=[CH:14][CH:13]=1>>[CH2:11]([N:18]1[CH2:19][CH2:20][O:10][CH:9]1[C:7](=[O:8])[C:1]1[CH:6]=[CH:5][CH:4]=[CH:3][CH:2]=1)[C:12]1[CH:17]=[CH:16][CH:15]=[CH:14][CH:13]=1. Reported procedure: Agami et al, Tetrahedron Lett., (1993) 34, 7061 describes the reaction of phenylglyoxal with (R)-N-methylphenylglycinol in refluxing acetonitrile to give (5R)-3,5-diphenyl-4-methyl-1,4-oxazin-2-one. Under the same conditions, however, we have found that the reaction of phenylglyoxal with N-benzylethanolamine gives predominantly (>90%) N-benzyl-2-benzoyloxazolidine. The desired product, N-benzyl-3-phenyl-1,4-oxazin-2-one was formed at a low level (5%). The reactants are CCO, CC(c1ccccc1)N(C(=O)c1ccccc1)C(CC1=Cc2cc(F)ccc2CC1)C(N)=O, [OH-], [OH-], [Pd+2]. Product: CC(c1ccccc1)N(C(=O)c1ccccc1)C(CC1CCc2ccc(F)cc2C1)C(N)=O. As a reaction SMILES: [CH3:34][CH2:35][OH:36].[NH2:1][C:2]([CH:3]([CH2:4][C:5]1=[CH:6][c:7]2[cH:8][c:9]([F:15])[cH:10][cH:11][c:12]2[CH2:13][CH2:14]1)[N:16]([C:17]([c:18]1[cH:19][cH:20][cH:21][cH:22][cH:23]1)=[O:24])[CH:25]([CH3:26])[c:27]1[cH:28][cH:29][cH:30][cH:31][cH:32]1)=[O:33].[OH-:37].[OH-:38].[Pd+2:39]>>[NH2:1][C:2]([CH:3]([CH2:4][CH:5]1[CH2:6][c:7]2[cH:8][c:9]([F:15])[cH:10][cH:11][c:12]2[CH2:13][CH2:14]1)[N:16]([C:17]([c:18]1[cH:19][cH:20][cH:21][cH:22][cH:23]1)=[O:24])[CH:25]([CH3:26])[c:27]1[cH:28][cH:29][cH:30][cH:31][cH:32]1)=[O:33]. Yields the product CS(=O)(=O)O.O1CC=NC2=C1C=CC=C2 (1,4-benzoxazine methanesulfonate). Solvent: CN(C)C=O (DMF), C1(=CC=CC=C1)C (toluene), C(C)OCC (diethyl ether), C(C)O (ethanol), C(C)(=O)OCC (ethyl acetate). The reactants are hydrazone, (+)-3-(4-morpholinylmethyl)-5-methyl-6-(1-naphthylcarbonyl)-2,3-dihydropyrrolo1,2,3, N1(CCOCC1)CC1COC2=C(N1N)C=CC=C2 ((+)-3-(4-morpholinylmethyl)-4-amino-3,4-dihydro-2H-1,4-benzoxazine), C1(=CC=CC2=CC=CC=C12)C(CC(C)=O)=O (4-(1-naphthyl)-2,4-butanedione), [N+](=O)([O-])C=1C=C(C=CC1)S(=O)(=O)O.N1=CC=CC=C1 (pyridine 3-nitrobenzenesulfonate), 2,4-diketone, C1(=CC=CC2=CC=CC=C12)C(=O)C (methyl 1-naphthyl ketone), [H-].[Na+] (sodium hydride). Procedure details: Following a procedure similar to that described in Example 2A above, (+)-3-(4-morpholinylmethyl)-5-methyl-6-(1-naphthylcarbonyl)-2,3-dihydropyrrolo1,2,3-de]-1,4-benzoxazine methanesulfonate (11.6 g from methanol/diethyl ether), m.p. 256°-259° C., [α]D25 =+40.2° (1% in DMF) was prepared by reaction of 15.5 g (0.062 mole) of (+)-3-(4-morpholinylmethyl)-4-amino-3,4-dihydro-2H-1,4-benzoxazine with 15.8 g (0.075 mole) of 4-(1-naphthyl)-2,4-butanedione in 500 ml of toluene in the presence of a catalyt... Reaction SMILES: N1(C[CH:8]2[N:13](N)[C:12]3[CH:15]=[CH:16][CH:17]=[CH:18][C:11]=3[O:10][CH2:9]2)CCOCC1.C1(C(=O)CC(=O)C)C2C(=CC=CC=2)C=CC=1.[N+](C1C=[C:40]([S:44]([OH:47])(=[O:46])=[O:45])C=CC=1)([O-])=O.N1C=CC=CC=1.C1(C(C)=O)C2C(=CC=CC=2)C=CC=1.[H-].[Na+]>CN(C=O)C.C1(C)C=CC=CC=1.C(OCC)C.C(O)C.C(OCC)(=O)C>[CH3:40][S:44]([OH:47])(=[O:46])=[O:45].[O:10]1[C:11]2[CH:18]=[CH:17][CH:16]=[CH:15][C:12]=2[N:13]=[CH:8][CH2:9]1 |f:2.3,5.6,12.13|. Starting materials: NC=1C=CC(=C2CNC(C12)=O)Br (7-amino-4-bromoisoindolinone), C(CCC)[Sn](C=1SC=CC1)(CCCC)CCCC (2-(tributylstannyl)thiophene). The reagents and catalysts are Cl[Pd]([P](C1=CC=CC=C1)(C2=CC=CC=C2)C3=CC=CC=C3)([P](C4=CC=CC=C4)(C5=CC=CC=C5)C6=CC=CC=C6)Cl (bis(triphenylphosphine)dichloropalladium). The solvent is C1CCOC1 (THF). Product: NC=1C=CC(=C2CNC(C12)=O)C=1SC=CC1 (7-amino-4-(thiophen-2-yl)isoindolinone). The yield is 53.7%. Reaction SMILES: [NH2:1][C:2]1[CH:3]=[CH:4][C:5](Br)=[C:6]2[C:10]=1[C:9](=[O:11])[NH:8][CH2:7]2.C([Sn](CCCC)(CCCC)[C:18]1[S:19][CH:20]=[CH:21][CH:22]=1)CCC>C1COCC1.Cl[Pd](Cl)([P](C1C=CC=CC=1)(C1C=CC=CC=1)C1C=CC=CC=1)[P](C1C=CC=CC=1)(C1C=CC=CC=1)C1C=CC=CC=1>[NH2:1][C:2]1[CH:3]=[CH:4][C:5]([C:18]2[S:19][CH:20]=[CH:21][CH:22]=2)=[C:6]2[C:10]=1[C:9](=[O:11])[NH:8][CH2:7]2 |^1:38,57|. Procedure details: In a similar manner to Step 1 of Example 10, 7-amino-4-bromoisoindolinone (404 mg, 1.78 mmol) was dissolved in THF (20 mL), and the solution was treated with 2-(tributylstannyl)thiophene (1.13 mL, 3.56 mmol) and bis(triphenylphosphine)dichloropalladium (100 mg, 0.142 mmol), followed by purification by preparative thin-layer chromatography (chloroform/methanol=12/1) to obtain 7-amino-4-(thiophen-2-yl)isoindolinone (220 mg, yield 54%). The reactants are C(#N)CCN1C=NC2=C1C=CC(=C2)C(=O)O (1-(2-cyanoethyl)-1H-benzoimidazole-5-carboxylic acid), C=1C=CC2=C(C1)N=NN2O (HOBt), CN(C)C=O (DMF), CCN(C(C)C)C(C)C (DIPEA), CCN=C=NCCCN(C)C.Cl (EDCl), Cl (hydrochloride), Cl (HCl). Reaction conditions: time 12 hour. The product is OC1CC2CCC(C1)N2C(=O)C2=CC1=C(N(C=N1)CCC#N)C=C2 (3-[5-(3-Hydroxy-8-aza-bicyclo[3.2.1]octane-8-carbonyl)-benzoimidazol-1-yl]-propionitrile). Isolated yield 67.0%. As a reaction SMILES: [C:1]([CH2:3][CH2:4][N:5]1[C:9]2[CH:10]=[CH:11][C:12]([C:14]([OH:16])=O)=[CH:13][C:8]=2[N:7]=[CH:6]1)#[N:2].C1C=CC2N(O)N=NC=2C=1.Cl.CC[N:30]([CH:34]([CH3:36])[CH3:35])[CH:31]([CH3:33])[CH3:32].CCN=C=NCCCN(C)C.Cl.CN([CH:52]=[O:53])C>>[OH:53][CH:52]1[CH2:35][CH:34]2[N:30]([C:14]([C:12]3[CH:11]=[CH:10][C:9]4[N:5]([CH2:4][CH2:3][C:1]#[N:2])[CH:6]=[N:7][C:8]=4[CH:13]=3)=[O:16])[CH:31]([CH2:32][CH2:36]2)[CH2:33]1 |f:4.5|. Procedure details: To a solution of 1-(2-cyanoethyl)-1H-benzoimidazole-5-carboxylic acid (0.25 g, 1.16 mmol) in DMF (2.5 mL) was added with stirring HOBt (0.17 g, 1.27 mmol) followed by exo-nortropinol hydrochloride (0.21 g, 1.27 mmol), DIPEA (0.45 g, 3.48 mmol). EDCl.HCl was then added and it was stirred at room temperature for 12 h. The solvent was then evaporated and to the residue diluted with water (5 mL) and extracted with CH2Cl2. The organic phase was washed with brine solution, dried (Na2SO4) and the solve... Starting materials: [OH-].[Na+] (sodium hydroxide), C1(=CC=CC=C1)C=1NC=C(N1)CC(P(O)(=O)O)(P(O)(=O)O)O (2-(2-phenylimidazol-4-yl)-1-hydroxy-ethane-1,1-diphosphonic acid). Solvent: O (water). The product is O.O.C1(=CC=CC=C1)C=1NC=C(N1)CC(P([O-])(=O)[O-])(P(O)(=O)O)O.[Na+].[Na+] (disodium 2-(2-phenylimidazol-4-yl)-1-hydroxyethane-1,1-diphosphonate-dihydrate). Reaction SMILES: [OH-:1].[Na+:2].[C:3]1([C:9]2[NH:10][CH:11]=[C:12]([CH2:14][C:15]([OH:24])([P:20]([OH:23])(=[O:22])[OH:21])[P:16]([OH:19])(=[O:18])[OH:17])[N:13]=2)[CH:8]=[CH:7][CH:6]=[CH:5][CH:4]=1>O>[OH2:17].[OH2:1].[C:3]1([C:9]2[NH:10][CH:11]=[C:12]([CH2:14][C:15]([OH:24])([P:20]([OH:22])(=[O:21])[OH:23])[P:16]([O-:19])(=[O:17])[O-:18])[N:13]=2)[CH:8]=[CH:7][CH:6]=[CH:5][CH:4]=1.[Na+:2].[Na+:2] |f:0.1,4.5.6.7.8|. Procedure details: 10 ml of 2N aqueous sodium hydroxide solution are added, with stirring, to a suspension of 3,36 g of 2-(2-phenylimidazol-4-yl)-1-hydroxy-ethane-1,1-diphosphonic acid in 10 ml of water. The resulting solution is evaporated to dryness. The residue is triturated with 40 ml of methanol. The crystalline precipitate formed is filtered off and dried yielding disodium 2-(2-phenylimidazol-4-yl)-1-hydroxyethane-1,1-diphosphonate-dihydrate m.p. 281°-283° C. (dec.). Reactants: CC(=O)O[BH-](OC(C)=O)OC(C)=O, CC(=O)O, O=Cc1cnc(NC(=O)N(C2CCCCC2)C2CCCCC2)s1, CCC(=O)N1CCNCC1, [Na+]. Product: CCC(=O)N1CCN(Cc2cnc(NC(=O)N(C3CCCCC3)C3CCCCC3)s2)CC1. Reaction SMILES: [C:34]([O:35][BH-:36]([O:37][C:38](=[O:39])[CH3:40])[O:41][C:42](=[O:43])[CH3:44])(=[O:45])[CH3:46].[CH3:48][C:49](=[O:50])[OH:51].[CH:1]1([N:7]([C:8](=[O:9])[NH:10][c:11]2[s:12][c:13]([CH:16]=[O:17])[cH:14][n:15]2)[CH:18]2[CH2:19][CH2:20][CH2:21][CH2:22][CH2:23]2)[CH2:2][CH2:3][CH2:4][CH2:5][CH2:6]1.[N:24]1([C:30]([CH2:31][CH3:32])=[O:33])[CH2:25][CH2:26][NH:27][CH2:28][CH2:29]1.[Na+:47]>>[CH:1]1([N:7]([C:8](=[O:9])[NH:10][c:11]2[s:12][c:13]([CH2:16][N:27]3[CH2:26][CH2:25][N:24]([C:30]([CH2:31][CH3:32])=[O:33])[CH2:29][CH2:28]3)[cH:14][n:15]2)[CH:18]2[CH2:19][CH2:20][CH2:21][CH2:22][CH2:23]2)[CH2:2][CH2:3][CH2:4][CH2:5][CH2:6]1. The reactants are C[Si]([O-])(C)C.[Na+] (sodium trimethylsilanolate), C[Si]([O-])(C)C.[Na+] (sodium trimethylsilanolate), C1CCC2=NCCCN2CC1 (DBU), [H-].[Na+] (sodium hydride), N\C(=C/C(=O)OCC)\C(F)(F)F (ethyl 3-amino4,4,4-trifluorocrotonate), NC=1C(=C(C(=CC1Cl)F)NC(OCC)=O)OC (ethyl N-(3-amino4-chloro-6-fluoro-2-methoxyphenyl)carbamate), C1CCC2=NCCCN2CC1 (DBU). The solvent is CN(C)C=O (DMF). Yields the product NC=1C(=C(C(=CC1Cl)F)N1C(NC(=CC1=O)C(F)(F)F)=O)OC (3-(3-amino4-chloro-6-fluoro-2-methoxyphenyl)-6-trifluoromethyl-2,4-(1H,3H)-pyrimidinedione). Reaction SMILES: C[Si](C)(C)[O-].[Na+].[NH2:7]/[C:8](/[C:15]([F:18])([F:17])[F:16])=[CH:9]\[C:10]([O:12]CC)=O.[NH2:19][C:20]1[C:21]([O:34][CH3:35])=[C:22]([NH:28][C:29](=O)[O:30]CC)[C:23]([F:27])=[CH:24][C:25]=1[Cl:26].C1CCN2C(=NCCC2)CC1.[H-].[Na+]>CN(C=O)C>[NH2:19][C:20]1[C:21]([O:34][CH3:35])=[C:22]([N:28]2[C:10](=[O:12])[CH:9]=[C:8]([C:15]([F:16])([F:17])[F:18])[NH:7][C:29]2=[O:30])[C:23]([F:27])=[CH:24][C:25]=1[Cl:26] |f:0.1,5.6|. Procedure details: This compound was prepared using 4.0 grams (0.036 mole) of sodium trimethylsilanolate, 6.6 grams (0.036 mole) of ethyl 3-amino4,4,4-trifluorocrotonate, 8.5 grams (0.032 mole) of ethyl N-(3-amino4-chloro-6-fluoro-2-methoxyphenyl)carbamate, and 2.2 grams (0.014 mole) of DBU in 75 mL of DMF. This preparation differs from well-known literature preparations for pyrimidinedione rings in that sodium trimethylsilanolate and DBU were used rather than sodium hydride. The yield of title compound was 1.7 gr...